From a dataset of the Open Reaction Database (ORD), a public repository of structured organic reaction records. describe an organic reaction: reactants, conditions, products, and yield Starting materials: CC(=O)CNC1CCNC1, CCOC(=O)c1cn(CC)c2nc(S(=O)(=O)CC)c(F)cc2c1=O, CC#N. The product is CCOC(=O)c1cn(CC)c2nc(N3CCC(NCC(C)=O)C3)c(F)cc2c1=O. As a reaction SMILES: [C:25]([CH3:26])(=[O:27])[CH2:28][NH:29][CH:30]1[CH2:31][NH:32][CH2:33][CH2:34]1.[CH2:1]([CH3:2])[n:3]1[cH:4][c:5]([C:20](=[O:21])[O:22][CH2:23][CH3:24])[c:6](=[O:19])[c:7]2[cH:8][c:9]([F:18])[c:10]([S:13]([CH2:14][CH3:15])(=[O:16])=[O:17])[n:11][c:12]12.[CH3:35][C:36]#[N:37]>>[CH2:1]([CH3:2])[n:3]1[cH:4][c:5]([C:20](=[O:21])[O:22][CH2:23][CH3:24])[c:6](=[O:19])[c:7]2[cH:8][c:9]([F:18])[c:10]([N:32]3[CH2:31][CH:30]([NH:29][CH2:28][C:25]([CH3:26])=[O:27])[CH2:34][CH2:33]3)[n:11][c:12]12. Reactants: BrC=1C(=NC=CC1)C(=O)OC (methyl 3-bromopicolinate), C(C=C)#N (acrylonitrile), C1(CCCCC1)CNCC1CCCCC1 (N,N-dicyclohexylmethylamine), C(C)(C)(C)P(C(C)(C)C)C(C)(C)C (tri-tert-butylphosphine). The reagents and catalysts are C=1C=CC(=CC1)/C=C/C(=O)/C=C/C2=CC=CC=C2.C=1C=CC(=CC1)/C=C/C(=O)/C=C/C2=CC=CC=C2.C=1C=CC(=CC1)/C=C/C(=O)/C=C/C2=CC=CC=C2.[Pd].[Pd] (tris(dibenzylideneacetone)dipalladium). Solvent: C(C)(=O)OCC (ethyl acetate), O1CCOCC1 (1,4-dioxane). Conditions: temperature 80 celsius. Yields the product C(#N)/C=C/C=1C(=NC=CC1)C(=O)OC ((E)-Methyl 3-(2-cyanovinyl)picolinate). As a reaction SMILES: Br[C:2]1[C:3]([C:8]([O:10][CH3:11])=[O:9])=[N:4][CH:5]=[CH:6][CH:7]=1.[C:12](#[N:15])[CH:13]=[CH2:14].C1(CNCC2CCCCC2)CCCCC1.C(P(C(C)(C)C)C(C)(C)C)(C)(C)C>C(OCC)(=O)C.C1C=CC(/C=C/C(/C=C/C2C=CC=CC=2)=O)=CC=1.C1C=CC(/C=C/C(/C=C/C2C=CC=CC=2)=O)=CC=1.C1C=CC(/C=C/C(/C=C/C2C=CC=CC=2)=O)=CC=1.[Pd].[Pd].O1CCOCC1>[C:12](/[CH:13]=[CH:14]/[C:2]1[C:3]([C:8]([O:10][CH3:11])=[O:9])=[N:4][CH:5]=[CH:6][CH:7]=1)#[N:15] |f:5.6.7.8.9|. Procedure: A microwave vial were charged with methyl 3-bromopicolinate (2.84 g, 13.15 mmol), acrylonitrile (0.907 g, 17.09 mmol), N,N-dicyclohexylmethylamine (3.08 g, 15.78 mmol), tri-tert-butylphosphine (0.789 mL, 0.789 mmol, 1 M in toluene), tris(dibenzylideneacetone)dipalladium (0) (0.361 g, 0.394 mmol) and 10 mL of 1,4-dioxane under nitrogen. The reaction mixture was capped and heated to 80° C. in an oil bath for 20 hours. The reaction mixture was diluted with ethyl acetate and filtered. The filtrate w... Reactants: CC1=CC=C(C=C1)S(=O)(=O)OC1=C(C(=CC=C1)O)N1N=C(C=C1C)C (2-(3,5-dimethyl-1H-pyrazol-1-yl)-3-hydroxyphenyl 4-methylbenzene sulfonate), [OH-].[K+] (potassium hydroxide). Solvent: O (water), O (water), C(C)O (ethanol). Yields the product CC1=NN(C(=C1)C)C1=C(C=CC=C1O)O (2-(3,5-Dimethyl-1H-pyrazol-1-yl)benzene-1,3-diol). The yield is 58.9%. As a reaction SMILES: CC1C=CC(S([O:11][C:12]2[CH:17]=[CH:16][CH:15]=[C:14]([OH:18])[C:13]=2[N:19]2[C:23]([CH3:24])=[CH:22][C:21]([CH3:25])=[N:20]2)(=O)=O)=CC=1.[OH-].[K+]>C(O)C.O>[CH3:25][C:21]1[CH:22]=[C:23]([CH3:24])[N:19]([C:13]2[C:14]([OH:18])=[CH:15][CH:16]=[CH:17][C:12]=2[OH:11])[N:20]=1 |f:1.2|. Reported procedure: To 62 mg of 2-(3,5-dimethyl-1H-pyrazol-1-yl)-3-hydroxyphenyl 4-methylbenzene sulfonate was added a solution in which 97 mg of potassium hydroxide was dissolved in 1.5 ml of ethanol and 1.5 ml of water, and heated at reflux for 3.5 hours. To the reaction mixture, 20 ml of water was added, and extracted with 20 ml of ethyl acetate. After the organic layer was dried over anhydrous magnesium sulfate, the solvent was distilled off under reduced pressure, and purified using preparative thin-layer sili... Yields the product O=C(Cc1ccncc1)N1CCC(c2c[nH]c3ccc(F)cc23)CC1. Reaction SMILES: [CH3:37][N:38]([CH3:39])[CH:40]=[O:41].[F:1][c:2]1[cH:3][c:4]2[c:5]([CH:11]3[CH2:12][CH2:13][NH:14][CH2:15][CH2:16]3)[cH:6][nH:7][c:8]2[cH:9][cH:10]1.[n:17]1[cH:18][cH:19][c:20]([CH2:23][C:24](=[O:25])[O:26][O:27][c:28]2[c:29]([Cl:30])[cH:31][c:32]([Cl:33])[c:34]([Cl:35])[cH:36]2)[cH:21][cH:22]1>>[F:1][c:2]1[cH:3][c:4]2[c:5]([CH:11]3[CH2:12][CH2:13][N:14]([C:24]([CH2:23][c:20]4[cH:19][cH:18][n:17][cH:22][cH:21]4)=[O:25])[CH2:15][CH2:16]3)[cH:6][nH:7][c:8]2[cH:9][cH:10]1. Reactants: CN(C)C=O, Fc1ccc2[nH]cc(C3CCNCC3)c2c1, O=C(Cc1ccncc1)OOc1cc(Cl)c(Cl)cc1Cl. Starting materials: Cl[Si](C(C)C)(C(C)C)C1=CC=C(C=C1)OC (chloro(4-methoxyphenyl)diisopropylsilane), C(C=C)[Mg]Cl (allylmagnesiumchloride). Run in C1CCOC1 (THF). Conditions: temperature 0 celsius, time 3 hour. Product: C(C=C)[Si](C(C)C)(C(C)C)C1=CC=C(C=C1)OC (Allyl(4-methoxyphenyl)diisopropylsilane). RXN SMILES: Cl[Si:2]([C:9]1[CH:14]=[CH:13][C:12]([O:15][CH3:16])=[CH:11][CH:10]=1)([CH:6]([CH3:8])[CH3:7])[CH:3]([CH3:5])[CH3:4].[CH2:17]([Mg]Cl)[CH:18]=[CH2:19]>C1COCC1>[CH2:19]([Si:2]([C:9]1[CH:14]=[CH:13][C:12]([O:15][CH3:16])=[CH:11][CH:10]=1)([CH:6]([CH3:8])[CH3:7])[CH:3]([CH3:5])[CH3:4])[CH:18]=[CH2:17]. Procedure: To the crude chloro(4-methoxyphenyl)diisopropylsilane (54.8 g, 214 mmol, 1.0 equiv.) was added THF (335 mL) via cannula under positive argon pressure. The solution was chilled to 0° C. and treated with allylmagnesiumchloride (128 mL, 256 mmol, 2.0 M in THF, 1.2 equiv.). After 3 h at 0° C., the solution was allowed to warm to 23° C. with stirring overnight. The mixture was treated with NH4Clsat'd (50 mL) and the aqueous layer extracted with ether (3×500 mL). The combined organic extracts were was...